Dataset: the Open Reaction Database (ORD), a public repository of structured organic reaction records. Task: describe an organic reaction: reactants, conditions, products, and yield The reactants are C(C)(C)(C)[Mg]Br (t-butyl-magnesium bromide), O1CCCC1 (tetrahydrofuran), COC=CC#C (4-methoxy-but-3-en-1-yne), [NH4+].[Cl-] (NH4Cl), OS(=O)(=O)O (H2SO4), [H-].[H-].[H-].[H-].[Li+].[Al+3] (LiAlH4). Solvent: C(C)O (ethanol). Conditions: time 45 minute. Yields the product CC(C=CC=CC=O)(C)C (6,6-Dimethyl-2,4-heptadienal). Reaction SMILES: C[O:2][CH:3]=[CH:4][C:5]#[CH:6].[C:7]([Mg]Br)([CH3:10])([CH3:9])[CH3:8].[H-].[H-].[H-].[H-].[Li+].[Al+3].[NH4+].[Cl-].OS(O)(=O)=O.O1CCC[CH2:27]1>C(O)C>[CH3:8][C:7]([CH3:10])([CH3:27])[CH:9]=[CH:2][CH:3]=[CH:4][CH:5]=[O:6] |f:2.3.4.5.6.7,8.9|. Reported procedure: Freshly distilled 4-methoxy-but-3-en-1-yne is added dropwise under cooling to a solution of t-butyl-magnesium bromide in absolute tetrahydrofuran and the mixture stirred for 45 minutes at room temperature. The reaction mixture is first mixed with 13.6 g of ethanol, then, under cooling and inert gas atmosphere, reacted with 5.9 g of LiAlH4 and stirred overnight at room temperature. It is then mixed with saturated aqueous NH4Cl under cooling, acidified with H2SO4 and extracted with ether. The pure...